This data is from the Open Reaction Database (ORD), a public repository of structured organic reaction records. The task is: describe an organic reaction: reactants, conditions, products, and yield Starting materials: S1C(=CC=C1)C=O (2-thiophenecarbaldehyde), C(CC(=O)C)(=O)OC (methyl acetoacetate), C1=CC=CC=C1 (benzene), N1CCCCC1 (piperidine). Solvent: C(C)(=O)O (acetic acid). Yields the product C(C)(=O)C(C(=O)OC)=CC=1SC=CC1 (methyl 2-acetyl-3-(2-thienyl)acrylate). Isolated yield 94.8%. As a reaction SMILES: [S:1]1[CH:5]=[CH:4][CH:3]=[C:2]1[CH:6]=O.[C:8]([O:14][CH3:15])(=[O:13])[CH2:9][C:10]([CH3:12])=[O:11].C1C=CC=CC=1.N1CCCCC1>C(O)(=O)C>[C:10]([C:9](=[CH:6][C:2]1[S:1][CH:5]=[CH:4][CH:3]=1)[C:8]([O:14][CH3:15])=[O:13])(=[O:11])[CH3:12]. Procedure: A mixture of 112 g of 2-thiophenecarbaldehyde, 116 g of methyl acetoacetate, 770 ml of benzene, 4 ml of acetic acid and 3 ml of piperidine is heated under reflux for 2.5 hours under the condition of azeotropic dehydration. The benzene is evaporated under reduced pressure and the residual solvent is distilled off to give 199 g of methyl 2-acetyl-3-(2-thienyl)acrylate, boiling at 130°-160° C./0.2 mmHg. The reactants are C(C1=CC=CC=C1)N (benzylamine), BrCCCCC1(C2=CC=CC=C2C=2C=CC=CC12)C(=O)Cl (9-(4-bromo-butyl)-9H-fluorene-9-carboxylic acid chloride). The product is C(C1=CC=CC=C1)NC(=O)C1(C2=CC=CC=C2C=2C=CC=CC12)CCCCBr (9-(4-bromo-butyl)-9H-fluorene-9-carboxylic acid-(benzyl)-amide). RXN SMILES: [CH2:1]([NH2:8])[C:2]1[CH:7]=[CH:6][CH:5]=[CH:4][CH:3]=1.[Br:9][CH2:10][CH2:11][CH2:12][CH2:13][C:14]1([C:27](Cl)=[O:28])[C:26]2[CH:25]=[CH:24][CH:23]=[CH:22][C:21]=2[C:20]2[C:15]1=[CH:16][CH:17]=[CH:18][CH:19]=2>>[CH2:1]([NH:8][C:27]([C:14]1([CH2:13][CH2:12][CH2:11][CH2:10][Br:9])[C:26]2[CH:25]=[CH:24][CH:23]=[CH:22][C:21]=2[C:20]2[C:15]1=[CH:16][CH:17]=[CH:18][CH:19]=2)=[O:28])[C:2]1[CH:7]=[CH:6][CH:5]=[CH:4][CH:3]=1. Procedure details: Prepared analogously to Example 1c from benzylamine and 9-(4-bromo-butyl)-9H-fluorene-9-carboxylic acid chloride.